From a dataset of the Open Reaction Database (ORD), a public repository of structured organic reaction records. describe an organic reaction: reactants, conditions, products, and yield Reactants: C(C)(C)(C)OC(N)=O (carbamic acid tert-butyl ester), CCN(C(C)C)C(C)C (DIPEA), di-tret-butyl dicarbonate, NC(C(O)C=1OC2=C(N1)C=CC=C2)CC (2-Amino-1-benzooxazol-2-yl-butan-1-ol). Run in C(Cl)Cl (methylene chloride). Reaction conditions: time 4 hour. Product: C(C)(C)(C)OC(NC(CC)C(O)C=1OC2=C(N1)C=CC=C2)=O ([1-(Benzooxazol-2-yl-hydroxy-methyl)-propyl]-carbamic acid tert-butyl ester). RXN SMILES: CCN(C(C)C)C(C)C.[NH2:10][CH:11]([CH2:23][CH3:24])[CH:12]([C:14]1[O:15][C:16]2[CH:22]=[CH:21][CH:20]=[CH:19][C:17]=2[N:18]=1)[OH:13].[C:25]([O:29][C:30](=[O:32])N)([CH3:28])([CH3:27])[CH3:26]>C(Cl)Cl>[C:25]([O:29][C:30](=[O:32])[NH:10][CH:11]([CH:12]([C:14]1[O:15][C:16]2[CH:22]=[CH:21][CH:20]=[CH:19][C:17]=2[N:18]=1)[OH:13])[CH2:23][CH3:24])([CH3:28])([CH3:27])[CH3:26]. Reported procedure: DIPEA (0.35 ml, 2 mmol) and di-tret-butyl dicarbonate (355 mg, 1.63 mmol) were added to a solution of 2-Amino-1-benzooxazol-2-yl-butan-1-ol (320 mg, 1.55 mmol) in dry methylene chloride (10 ml) and stirred at room temperature for 4 hrs. The reaction was quenched with saturated aqueous NH4Cl and the pH was adjusted to neutral. Oraganic layer separated and the aqueous layer extracted with methylene chloride. The combined organic extracts were dried over MgSO4 and concentrated under reduced pressur... Starting materials: ClCCl, COc1ccc(N(C(=O)c2ccc(N)cc2)C2CCCC2)cc1, Cc1ccccc1C(=O)Cl, c1ccncc1. Yields the product COc1ccc(N(C(=O)c2ccc(NC(=O)c3ccccc3C)cc2)C2CCCC2)cc1. Reaction SMILES: [Cl:40][CH2:41][Cl:42].[NH2:1][c:2]1[cH:3][cH:4][c:5]([C:6](=[O:7])[N:8]([c:9]2[cH:10][cH:11][c:12]([O:13][CH3:14])[cH:15][cH:16]2)[CH:17]2[CH2:18][CH2:19][CH2:20][CH2:21]2)[cH:22][cH:23]1.[c:30]1([CH3:39])[c:31]([C:36](=[O:37])[Cl:38])[cH:32][cH:33][cH:34][cH:35]1.[cH:24]1[cH:25][cH:26][n:27][cH:28][cH:29]1>>[NH:1]([c:2]1[cH:3][cH:4][c:5]([C:6](=[O:7])[N:8]([c:9]2[cH:10][cH:11][c:12]([O:13][CH3:14])[cH:15][cH:16]2)[CH:17]2[CH2:18][CH2:19][CH2:20][CH2:21]2)[cH:22][cH:23]1)[C:36]([c:31]1[c:30]([CH3:39])[cH:35][cH:34][cH:33][cH:32]1)=[O:37]. The reactants are C1CCOC1, O=C(O)CCCCCCCc1ccccc1. Product: OCCCCCCCCc1ccccc1. RXN SMILES: [O:17]1[CH2:18][CH2:19][CH2:20][CH2:21]1.[c:1]1([CH2:7][CH2:8][CH2:9][CH2:10][CH2:11][CH2:12][CH2:13][C:14](=[O:15])[OH:16])[cH:2][cH:3][cH:4][cH:5][cH:6]1>>[c:1]1([CH2:7][CH2:8][CH2:9][CH2:10][CH2:11][CH2:12][CH2:13][CH2:14][OH:15])[cH:2][cH:3][cH:4][cH:5][cH:6]1. Reactants: C(#N)C=1SC=CC1C (2-cyano-3-methylthiophene), C[Si](C)(C)Cl (trimethylsilylchloride), C(CCC)[Li] (n-Butyllithium), C(C)(C)NC(C)C (diisopropylamine). Reagents/catalysts: CN1C(N(CCC1)C)=O (1,3-Dimethyl-3,4,5,6-tetrahydro-2(1H)-pyrimidinone). The solvent is C1CCOC1 (THF), C1CCOC1 (THF). Reaction conditions: temperature -78 celsius, time 30 minute. Yields the product C(#N)C=1SC(=CC1C)[Si](C)(C)C (2-cyano-3-methyl-5-trimethylsilylthiophene). RXN SMILES: C([Li])CCC.C(NC(C)C)(C)C.[C:13]([C:15]1[S:16][CH:17]=[CH:18][C:19]=1[CH3:20])#[N:14].[CH3:21][Si:22](Cl)([CH3:24])[CH3:23]>C1COCC1.CN1CCCN(C)C1=O>[C:13]([C:15]1[S:16][C:17]([Si:22]([CH3:24])([CH3:23])[CH3:21])=[CH:18][C:19]=1[CH3:20])#[N:14]. Procedure details: n-Butyllithium (1.45M in hexanes, 51.9 ml) was added dropwise to a stirred solution of diisopropylamine (11.7ml, 83.0 mmol) in dry THF (150 ml) at -5-0° C. and the solution stirred for 30 min. 1,3-Dimethyl-3,4,5,6-tetrahydro-2(1H)-pyrimidinone (DMPU) (13.6 ml, 0.11 mmol) was added, the mixture was cooled to -78° C. and a solution of 2-cyano-3-methylthiophene (9.27 g, 75.4 mmol) in THF (20 ml) added dropwise, followed by trimethylsilylchloride (19.1 ml) after 30 sec. The mixture was warmed to roo... Reactants: CC(Br)Br, CN1c2ccncc2N=Cc2cccn21, CN(C)CCCCl, [Cl-], [Mg], [NH4+], C1CCOC1. The product is CN(C)CCCC1Nc2cnccc2N(C)n2cccc21. RXN SMILES: [Br:9][CH:10]([Br:11])[CH3:12].[CH3:13][N:14]1[n:15]2[c:16]([cH:25][cH:26][cH:27]2)[CH:17]=[N:18][c:19]2[c:20]1[cH:21][cH:22][n:23][cH:24]2.[CH3:2][N:3]([CH3:4])[CH2:5][CH2:6][CH2:7][Cl:8].[Cl-:28].[Mg:1].[NH4+:29].[O:30]1[CH2:31][CH2:32][CH2:33][CH2:34]1>>[CH3:2][N:3]([CH3:4])[CH2:5][CH2:6][CH2:7][CH:17]1[c:16]2[n:15]([cH:27][cH:26][cH:25]2)[N:14]([CH3:13])[c:20]2[c:19]([cH:24][n:23][cH:22][cH:21]2)[NH:18]1. The reagents and catalysts are C1=CC=C(C=C1)P(C2=CC=CC=C2)C3=CC=CC=C3.C1=CC=C(C=C1)P(C2=CC=CC=C2)C3=CC=CC=C3.Cl[Pd]Cl (bis(triphenylphosphine)palladium(II)dichloride), [Cu]I (CuI). Starting materials: [N+](=O)([O-])C=1C(=NC=CC1)N1CCC(CC1)=CC#C (3-Nitro-2-(4-prop-2-ynylidenepiperidin-1-yl)pyridine), BrC1=CC(=C(C(=C1)F)OC)F (4-bromo-2,6-difluoroanisole). As a reaction SMILES: [N+:1]([C:4]1[C:5]([N:10]2[CH2:15][CH2:14][C:13](=[CH:16][C:17]#[CH:18])[CH2:12][CH2:11]2)=[N:6][CH:7]=[CH:8][CH:9]=1)([O-:3])=[O:2].Br[C:20]1[CH:25]=[C:24]([F:26])[C:23]([O:27][CH3:28])=[C:22]([F:29])[CH:21]=1>C1C=CC(P(C2C=CC=CC=2)C2C=CC=CC=2)=CC=1.C1C=CC(P(C2C=CC=CC=2)C2C=CC=CC=2)=CC=1.Cl[Pd]Cl.[Cu]I>[F:26][C:24]1[CH:25]=[C:20]([C:18]#[C:17][CH:16]=[C:13]2[CH2:14][CH2:15][N:10]([C:5]3[C:4]([N+:1]([O-:3])=[O:2])=[CH:9][CH:8]=[CH:7][N:6]=3)[CH2:11][CH2:12]2)[CH:21]=[C:22]([F:29])[C:23]=1[O:27][CH3:28] |f:2.3.4|. Procedure details: A mixture of Compound 1c (50 mg, 0.206 mmol), 4-bromo-2,6-difluoroanisole (45.9 mL, 0.206 mmol), bis(triphenylphosphine)palladium(II)dichloride (7.23 mg, 0.012 mmol), CuI (3.92 mg, 0.206 mmol) in anhydrous and degassed triethylamine (3 mL) was heated at 80° C. under a nitrogen atmosphere for 2 h in a sealed vessel. The reaction mixture was cooled, filtered on Celite, poured into water and extracted with EtOAc. The combined organic layers were washed with brine, dried on Na2SO4 and evaporated to ... Yields the product FC=1C=C(C=C(C1OC)F)C#CC=C1CCN(CC1)C1=NC=CC=C1[N+](=O)[O-] (2-{4-[3-(3,5-Difluoro-4-methoxyphenyl)prop-2-ynylidene]piperidin-1-yl}-3-nitropyridine). Run at temperature 80 celsius. Isolated yield 27.7%.